From a dataset of the Open Reaction Database (ORD), a public repository of structured organic reaction records. describe an organic reaction: reactants, conditions, products, and yield The reactants are CC=1C(=NOC1C)N(S(=O)(=O)C=1C(=CC=CC1)C1=C(C=C(C=C1)C1=NC=CC=N1)CN1N=C(C=C1)C(F)(F)F)COCCOC (N-(4,5-dimethyl-3-isoxazolyl)-N-[(2-methoxyethoxy)methyl]-4'-(2-pyrimidinyl)-2'-[[3-(trifluoromethyl)-1H-pyrazol-1-yl]methyl][1,1'-biphenyl]-2-sulfonamide). Solvent: CCO (EtOH), Cl (HCl). The product is CC=1C(=NOC1C)NS(=O)(=O)C=1C(=CC=CC1)C1=C(C=C(C=C1)C1=NC=CC=N1)CN1N=C(C=C1)C(F)(F)F (N-(4,5-Dimethyl-3-isoxazolyl)-4'-(2-pyrimidinyl)-2'- [[3-(trifluoromethyl)-1H-pyrazol-1-yl]methyl][1,1'-biphenyl]-2-sulfonamide). As a reaction SMILES: [CH3:1][C:2]1[C:3]([N:8](COCCOC)[S:9]([C:12]2[C:13]([C:18]3[CH:23]=[CH:22][C:21]([C:24]4[N:29]=[CH:28][CH:27]=[CH:26][N:25]=4)=[CH:20][C:19]=3[CH2:30][N:31]3[CH:35]=[CH:34][C:33]([C:36]([F:39])([F:38])[F:37])=[N:32]3)=[CH:14][CH:15]=[CH:16][CH:17]=2)(=[O:11])=[O:10])=[N:4][O:5][C:6]=1[CH3:7]>CCO.Cl>[CH3:1][C:2]1[C:3]([NH:8][S:9]([C:12]2[C:13]([C:18]3[CH:23]=[CH:22][C:21]([C:24]4[N:25]=[CH:26][CH:27]=[CH:28][N:29]=4)=[CH:20][C:19]=3[CH2:30][N:31]3[CH:35]=[CH:34][C:33]([C:36]([F:39])([F:38])[F:37])=[N:32]3)=[CH:14][CH:15]=[CH:16][CH:17]=2)(=[O:10])=[O:11])=[N:4][O:5][C:6]=1[CH3:7]. Reported procedure: To the solution of N-(4,5-dimethyl-3-isoxazolyl)-N-[(2-methoxyethoxy)methyl]-4'-(2-pyrimidinyl)-2'-[[3-(trifluoromethyl)-1H-pyrazol-1-yl]methyl][1,1'-biphenyl]-2-sulfonamide in 3 ml of 95% EtOH, 3 ml 6N HCl was added. The mixture was refluxed for 1 hr and concentrated. 10 ml H2O was added and the mixture was extracted with 3×30 ml EtOAc. The combined organic extracts were washed with brine, dried and concentrated. The residue was purified by preparative HPLC on an ODS S10 column using 24% solven... Starting materials: FC(C=1C=NNC1)(F)F (4-(trifluoromethyl)pyrazole), ClC1=CC=C(C=N1)C(CCC)=O (1-(6-chloropyridin-3-yl)butan-1-one), C([O-])([O-])=O.[K+].[K+] (potassium carbonate). Reaction conditions: temperature 50 celsius, time 4 hour. Yields the product FC(C=1C=NN(C1)C1=CC=C(C=N1)C(CCC)=O)(F)F (1-(6-(4-(trifluoromethyl)-1H-pyrazol-1-yl)pyridin-3-yl)butan-1-one). Yield: 99.4%. RXN SMILES: [F:1][C:2]([F:9])([F:8])[C:3]1[CH:4]=[N:5][NH:6][CH:7]=1.Cl[C:11]1[N:16]=[CH:15][C:14]([C:17](=[O:21])[CH2:18][CH2:19][CH3:20])=[CH:13][CH:12]=1.C(=O)([O-])[O-].[K+].[K+]>>[F:1][C:2]([F:9])([F:8])[C:3]1[CH:4]=[N:5][N:6]([C:11]2[N:16]=[CH:15][C:14]([C:17](=[O:21])[CH2:18][CH2:19][CH3:20])=[CH:13][CH:12]=2)[CH:7]=1 |f:2.3.4|. Procedure details: A mixture of 4-(trifluoromethyl)pyrazole (116 mg, 0.85 mmol), 1-(6-chloropyridin-3-yl)butan-1-one (130 mg, 0.71 mmol), and potassium carbonate (294 mg, 2.12 mmol) was stirred 4 h at 50° C. The mixture was cooled to room temperature and stirred overnight. The mixture was partitioned between ethyl acetate and water. The organic layer was dried over MgSO4 and concentrated under reduced pressure. The residue was purified by silica gel chromatography to give 1-(6-(4-(trifluoromethyl)-1H-pyrazol-1-yl)... The reactants are BrC1=CC=C(C=C1)C(=O)N1CCN(CC1)C1=C(C=C(C=C1)C)C ((4-bromophenyl)[4-(2,4-dimethylphenyl)piperazin-1-yl]methanone), N1C(CC1)=O (azetidin-2-one). Yields the product CC1=C(C=CC(=C1)C)N1CCN(CC1)C(=O)C1=CC=C(C=C1)N1C(CC1)=O (1-{4-[4-(2,4-dimethylphenyl)piperazine-1-carbonyl]phenyl}azetidin-2-one). Isolated yield 27.5%. RXN SMILES: Br[C:2]1[CH:7]=[CH:6][C:5]([C:8]([N:10]2[CH2:15][CH2:14][N:13]([C:16]3[CH:21]=[CH:20][C:19]([CH3:22])=[CH:18][C:17]=3[CH3:23])[CH2:12][CH2:11]2)=[O:9])=[CH:4][CH:3]=1.[NH:24]1[CH2:27][CH2:26][C:25]1=[O:28]>>[CH3:23][C:17]1[CH:18]=[C:19]([CH3:22])[CH:20]=[CH:21][C:16]=1[N:13]1[CH2:14][CH2:15][N:10]([C:8]([C:5]2[CH:6]=[CH:7][C:2]([N:24]3[CH2:27][CH2:26][C:25]3=[O:28])=[CH:3][CH:4]=2)=[O:9])[CH2:11][CH2:12]1. Reported procedure: Using (4-bromophenyl)[4-(2,4-dimethylphenyl)piperazin-1-yl]methanone (747 mg) described in Preparation Example 170 and azetidin-2-one (142 mg) and by the reaction and treatment in the same manner as in Example 1, the title compound (200 mg) was obtained. The reactants are [H][H] (hydrogen), [H][H] (hydrogen), Cl (HCl), N[C@@H](CC(C)C)C(=O)O (L-leucine), CC(=O)C (acetone). The reagents and catalysts are [Pd] (Pd/C). The solvent is C(C)O (ethanol), O (water). Conditions: temperature 0 celsius, time 10 minute. The product is C(C)(C)N[C@H](C(=O)O)CC(C)C ((S)-2-Isopropylamino-4-methyl-pentanoic acid). The yield is 39.5%. RXN SMILES: [NH2:1][C@H:2]([C:7]([OH:9])=[O:8])[CH2:3][CH:4]([CH3:6])[CH3:5].[CH3:10][C:11]([CH3:13])=O.[H][H].Cl>C(O)C.[Pd].O>[CH:11]([NH:1][C@@H:2]([CH2:3][CH:4]([CH3:6])[CH3:5])[C:7]([OH:9])=[O:8])([CH3:13])[CH3:10]. Procedure: A mixture of L-leucine (5.0 g, 38 mmol) and acetone (5.6 mL, 76 mmol) was agitated in an atmosphere of hydrogen (pressure, 33-52 psi) at room temperature in absolute ethanol (100 mL) in the presence of Pd/C (20%, 1 g) until the absorption of hydrogen almost ceased. Four milliliters of concentrated HCl (aq, 36.5%) was then added and stirred for 10 minutes; the catalyst was then removed by filtration. The filtrate was treated with aqueous ammonium hydroxide (29.8%) to adjust the pH to 6.5. White s... Reactants: CC(=C)C1=CC=C(OC(C(=O)OC)C)C=C1 (methyl 2-(4-(1-methylethenyl)phenoxy)propanoate), OS(=O)(=O)O (H2SO4), ice, OO (H2O2), [O-]S(=O)[O-].[Na+].[Na+] (Na2SO3). Run in O (water), C(C)(=O)O (acetic acid). Conditions: temperature 10 celsius, time 2 minute. The product is 74.8, OC1=CC=C(OC(C(=O)OC)C)C=C1 (methyl 2-(4-hydroxyphenoxy)propanoate). Isolated yield 94.0%. As a reaction SMILES: CC([C:4]1[CH:16]=[CH:15][C:7]([O:8][CH:9]([CH3:14])[C:10]([O:12][CH3:13])=[O:11])=[CH:6][CH:5]=1)=C.OO.[OH:19]S(O)(=O)=O.[O-]S([O-])=O.[Na+].[Na+]>C(O)(=O)C.O>[OH:19][C:4]1[CH:16]=[CH:15][C:7]([O:8][CH:9]([CH3:14])[C:10]([O:12][CH3:13])=[O:11])=[CH:6][CH:5]=1 |f:3.4.5|. Procedure: An 86.0 g-portion of methyl 2-(4-(1-methylethenyl)phenoxy)propanoate was dissolved in 360 ml glacial acetic acid. An equimolar portion of 30% aqueous H2O2 was added. The solution was cooled to 10° C. and 7.6 mol % of 98% H2SO4 was added. The solution was allowed to slowly warm to 35° C. over 11 minutes at which point the ice bath was put back on. The temperature peaked at 84° C. two minutes later. The reaction mixture was allowed to cool slowly to 36° C. over 25 minutes. A 26 g-portion of 20% aq... The reactants are FC1=CC=C(C=C1)N1C(=C(C=C1C1=CC=C(C=C1)S(=O)(=O)C)CO)C (1-(4-fluorophenyl)-2-methyl-5-[4-(methylsulfonyl)phenyl]-1H-pyrrole-3-methanol), ClC1=CC=C(C=C1)O (4-chlorophenol), C1(=CC=CC=C1)P(C1=CC=CC=C1)C1=CC=CC=C1 (triphenylphosphine), N(=NC(=O)OCC)C(=O)OCC (diethyl azodicarboxylate). Solvent: C1CCOC1 (THF). Reaction conditions: time 48 hour. The product is ClC1=CC=C(OCC2=C(N(C(=C2)C2=CC=C(C=C2)S(=O)(=O)C)C2=CC=C(C=C2)F)C)C=C1 (3-[(4-chlorophenoxy)methyl]-1-(4-fluorophenyl)-2-methyl-5-[4-(methylsulfonyl)phenyl]-1H-pyrrole). The yield is 7.4%. RXN SMILES: [F:1][C:2]1[CH:7]=[CH:6][C:5]([N:8]2[C:12]([C:13]3[CH:18]=[CH:17][C:16]([S:19]([CH3:22])(=[O:21])=[O:20])=[CH:15][CH:14]=3)=[CH:11][C:10]([CH2:23][OH:24])=[C:9]2[CH3:25])=[CH:4][CH:3]=1.[Cl:26][C:27]1[CH:32]=[CH:31][C:30](O)=[CH:29][CH:28]=1.C1(P(C2C=CC=CC=2)C2C=CC=CC=2)C=CC=CC=1.N(C(OCC)=O)=NC(OCC)=O>C1COCC1>[Cl:26][C:27]1[CH:32]=[CH:31][C:30]([O:24][CH2:23][C:10]2[CH:11]=[C:12]([C:13]3[CH:18]=[CH:17][C:16]([S:19]([CH3:22])(=[O:20])=[O:21])=[CH:15][CH:14]=3)[N:8]([C:5]3[CH:4]=[CH:3][C:2]([F:1])=[CH:7][CH:6]=3)[C:9]=2[CH3:25])=[CH:29][CH:28]=1. Procedure details: To a solution of 1-(4-fluorophenyl)-2-methyl-5-[4-(methylsulfonyl)phenyl]-1H-pyrrole-3-methanol (Example 21) (300 mg, 0.83 mmol), 4-chlorophenol (107 mg, 0.83 mmol), and triphenylphosphine (219 mg, 0.83 mmol) in THF (20 ml), diethyl azodicarboxylate (132 μl, 0.83 mmol) was added. The mixture was stirred at room temperature for 48 hours. The solvent was removed under reduced pressure and the crude (830 mg) was purified by chromatography (silica gel, hexane/ethyl acetate, 1/1) to give 3-[(4-chloro...